Dataset: the Open Reaction Database (ORD), a public repository of structured organic reaction records. Task: describe an organic reaction: reactants, conditions, products, and yield Starting materials: C(C1=CC=CC=C1)(=O)Cl (benzoyl chloride), O[C@H]1C[C@@H]2[C@H](C[C@H]3[C@@H]4CC[C@H]([C@@H](CCC=O)C)[C@]4(CC[C@@H]3[C@]2(CC1)C)C)O (3α,6α-bis(hydroxy)-5α-cholane-24-al), ice water. The solvent is N1=CC=CC=C1 (pyridine). Conditions: time 5 hour. Yields the product C(C1=CC=CC=C1)(=O)O[C@H]1C[C@@H]2[C@H](C[C@H]3[C@@H]4CC[C@H]([C@@H](CCC=O)C)[C@]4(CC[C@@H]3[C@]2(CC1)C)C)OC(C1=CC=CC=C1)=O (3α,6α-bis(benzoyloxy)-5α-cholane-24-al). As a reaction SMILES: [OH:1][C@@H:2]1[CH2:24][CH2:23][C@@:22]2([CH3:25])[C@@H:4]([C@@H:5]([OH:27])[CH2:6][C@@H:7]3[C@@H:21]2[CH2:20][CH2:19][C@@:18]2([CH3:26])[C@H:8]3[CH2:9][CH2:10][C@@H:11]2[C@H:12]([CH3:17])[CH2:13][CH2:14][CH:15]=[O:16])[CH2:3]1.[C:28](Cl)(=[O:35])[C:29]1[CH:34]=[CH:33][CH:32]=[CH:31][CH:30]=1>N1C=CC=CC=1>[C:28]([O:1][C@@H:2]1[CH2:24][CH2:23][C@@:22]2([CH3:25])[C@@H:4]([C@@H:5]([O:27][C:5](=[O:27])[C:4]3[CH:22]=[CH:23][CH:24]=[CH:2][CH:3]=3)[CH2:6][C@@H:7]3[C@@H:21]2[CH2:20][CH2:19][C@@:18]2([CH3:26])[C@H:8]3[CH2:9][CH2:10][C@@H:11]2[C@H:12]([CH3:17])[CH2:13][CH2:14][CH:15]=[O:16])[CH2:3]1)(=[O:35])[C:29]1[CH:34]=[CH:33][CH:32]=[CH:31][CH:30]=1. Reported procedure: One gram of 3α,6α-bis(hydroxy)-5α-cholane-24-al is dissolved in 5 ml of pyridine. With external cooling, 1 ml of benzoyl chloride is added dropwise with stirring. The mixture is kept at room temperature for five hours, then stirred with ice water. By extraction with methylene chloride, the reaction product is removed. The methylene chloride solution is repeatedly washed with dilute hydrochloric acid, then with water. After drying, the solvent is evaporated. The residue is 3α,6α-bis(benzoyloxy)-5...